This data is from the Open Reaction Database (ORD), a public repository of structured organic reaction records. The task is: describe an organic reaction: reactants, conditions, products, and yield Starting materials: C(C1=CC=CC=C1)N1N=CC(=C1)CO ((1-Benzyl-1H-pyrazol-4-yl)methanol), CC(=O)OI1(C=2C=CC=CC2C(=O)O1)(OC(=O)C)OC(=O)C (Dess-Martin periodinane). Solvent: C(Cl)Cl (DCM). Reaction conditions: time 1.5 hour. The product is C(C1=CC=CC=C1)N1N=CC(=C1)C=O (1-benzyl-1H-pyrazole-4-carbaldehyde). Yield: 46.2%. Reaction SMILES: [CH2:1]([N:8]1[CH:12]=[C:11]([CH2:13][OH:14])[CH:10]=[N:9]1)[C:2]1[CH:7]=[CH:6][CH:5]=[CH:4][CH:3]=1.CC(OI1(OC(C)=O)(OC(C)=O)OC(=O)C2C=CC=CC1=2)=O>C(Cl)Cl>[CH2:1]([N:8]1[CH:12]=[C:11]([CH:13]=[O:14])[CH:10]=[N:9]1)[C:2]1[CH:3]=[CH:4][CH:5]=[CH:6][CH:7]=1. Procedure details: (1-Benzyl-1H-pyrazol-4-yl)methanol (190 mg, 1.0 mmol) in DCM (8 mL) at rt was treated with Dess-Martin periodinane (670 mg, 1.58 mmol). After 1.5 h, the reaction was quenched with a mixture of saturated solution of sodium thiosulfate and 10% NaHCO3 (1:1) at rt, stirred for 30 min before extraction with DCM (3×30 mL). The combined extracts were washed with a saturated aqueous solution of NaHCO3, brine, dried (Na2SO4), filtered and concentrated. Purification by flash chromatography (Isco CombiFlas... The reactants are N(=C=O)C12C3=C(OCC1CCCC2)C=CC=C3 (6a,7,8,9,10,10a-Hexahydro-10a-isocyanato-6H-dibenzo[b,d]pyran), CO (methanol). Product: COC(NC12C3=C(OCC1CCCC2)C=CC=C3)=O (Methyl(6,6a,7,8,9,10-hexahydro-10aH-dibenzo[b,d]pyran-10a-yl)carbamate). RXN SMILES: [N:1]([C:4]12[CH2:13][CH2:12][CH2:11][CH2:10][CH:9]1[CH2:8][O:7][C:6]1[CH:14]=[CH:15][CH:16]=[CH:17][C:5]2=1)=[C:2]=[O:3].[CH3:18][OH:19]>>[CH3:18][O:19][C:2](=[O:3])[NH:1][C:4]12[CH2:13][CH2:12][CH2:11][CH2:10][CH:9]1[CH2:8][O:7][C:6]1[CH:14]=[CH:15][CH:16]=[CH:17][C:5]2=1. Procedure: A solution of the product from Example 71 (0.66 g, 2.88 mmol) in 20 ml methanol was refluxed 18 hours. Evaporation and chromatography gave the title compound (0.75 g). Starting materials: BrC=1C=C2CNCC2=CC1 (5-bromo-2,3-dihydro-1H-isoindole), C(C)N(C(C)C)C(C)C (N-ethyldiisopropylamine), S(=O)(Cl)Cl (thionyl chloride), CN(CCCC)C(=O)C=1C(=CC(=C(C(=O)O)C1)OCC1=CC=CC=C1)OCC1=CC=CC=C1 (5-[(N-Methyl-N-butylamino)carbonyl]-2,4-bisbenzyloxybenzoic acid). The solvent is ClCCl (dichloromethane), C1CCOC1 (THF), C1(=CC=CC=C1)C (toluene), C1CCOC1 (THF). Reaction conditions: temperature 22 celsius, time 15 minute. Yields the product C(C1=CC=CC=C1)OC1=C(C(=O)N(C)CCCC)C=C(C(=C1)OCC1=CC=CC=C1)C(=O)N1CC2=CC=C(C=C2C1)Br (2,4-bisbenzyloxy-N-butyl-5-(5-bromo-1,3-dihydroisoindole-2-carbonyl)-N-methylbenzamide). Yield: 41.6%. RXN SMILES: S(Cl)(Cl)=O.[CH3:5][N:6]([C:11]([C:13]1[C:14]([O:30][CH2:31][C:32]2[CH:37]=[CH:36][CH:35]=[CH:34][CH:33]=2)=[CH:15][C:16]([O:22][CH2:23][C:24]2[CH:29]=[CH:28][CH:27]=[CH:26][CH:25]=2)=[C:17]([CH:21]=1)[C:18](O)=[O:19])=[O:12])[CH2:7][CH2:8][CH2:9][CH3:10].[Br:38][C:39]1[CH:40]=[C:41]2[C:45](=[CH:46][CH:47]=1)[CH2:44][NH:43][CH2:42]2.C(N(C(C)C)C(C)C)C>C1COCC1.ClCCl.C1(C)C=CC=CC=1>[CH2:31]([O:30][C:14]1[CH:15]=[C:16]([O:22][CH2:23][C:24]2[CH:29]=[CH:28][CH:27]=[CH:26][CH:25]=2)[C:17]([C:18]([N:43]2[CH2:42][C:41]3[C:45](=[CH:46][CH:47]=[C:39]([Br:38])[CH:40]=3)[CH2:44]2)=[O:19])=[CH:21][C:13]=1[C:11]([N:6]([CH2:7][CH2:8][CH2:9][CH3:10])[CH3:5])=[O:12])[C:32]1[CH:37]=[CH:36][CH:35]=[CH:34][CH:33]=1. Procedure: 652.9 μl (9 mmol) of thionyl chloride are added to a suspension of 2.06 g (4.6 mmol) of 2,4-bisbenzyloxy-5-[(N-methyl-N-butylamino)carbonyl]benzoic acid (5) in 20 ml of THF (dry), and the mixture is stirred for 15 min at 22° C. 10 ml of toluene are subsequently added, and the mixture is evaporated to dryness in vacuo at 40° C. The residue is dissolved in 20 ml of THF and added to a suspension of 923 mg (4.661 mmol) of 5-bromo-2,3-dihydro-1H-isoindole (13) in 30 ml of dichloromethane, 5 ml of THF... Starting materials: C=Cc1ccc(CCC)nc1, CN1CCc2[nH]c3ccc(Cl)cc3c2C1, [K+], [OH-], O. Product: CCCc1ccc(CCn2c3c(c4cc(Cl)ccc42)CN(C)CC3)cn1. As a reaction SMILES: [CH2:18]([CH2:19][CH3:20])[c:21]1[n:22][cH:23][c:24]([CH:27]=[CH2:28])[cH:25][cH:26]1.[Cl:1][c:2]1[cH:3][c:4]2[c:5]3[c:6]([nH:7][c:8]2[cH:9][cH:10]1)[CH2:11][CH2:12][N:13]([CH3:15])[CH2:14]3.[K+:17].[OH-:16].[OH2:29]>>[Cl:1][c:2]1[cH:3][c:4]2[c:5]3[c:6]([n:7]([CH2:28][CH2:27][c:24]4[cH:23][n:22][c:21]([CH2:18][CH2:19][CH3:20])[cH:26][cH:25]4)[c:8]2[cH:9][cH:10]1)[CH2:11][CH2:12][N:13]([CH3:15])[CH2:14]3. Reactants: CC(=O)NC1=CC=CC(=C1)N (3-aminoacetanilide), BrC1=CC=C(CC=2N(C=C(N2)C2=C(C=C(C=C2)Cl)Cl)C=2C=C(C=CC2)N2CC(NS2(=O)=O)=O)C=C1 (5-{3-[2-(4-bromo-benzyl)-4-(2,4-dichloro-phenyl)-imidazol-1-yl]-phenyl}-1,2,5-thiadiazolidin-3-one-1,1-dioxide), BrN1SCC(N1)=O (bromo-thiadiazolidinone), NC1=CC=CC=C1 (aniline), C1(CCCC1)CC(O)C1=CC=C(C=C1)B1OC(C(O1)(C)C)(C)C (2-cyclopentyl-1-[4-(4,4,5,5-tetramethyl-[1,3,2]dioxaborolan-2-yl)-phenyl]-ethanol). Yields the product BrC1=CC=C(CC=2N(C=C(N2)C2=C(C=C(C=C2)Cl)Cl)C=2C=C(C=CC2)N)C=C1 (3-[2-(4-Bromo-benzyl)-4-(2,4-dichloro-phenyl)-imidazol-1-yl]-phenylamine), C1(CCCC1)CC(O)C1=CC=C(C=C1)C1=CC=C(C=C1)CC=1N(C=C(N1)C1=C(C=C(C=C1)Cl)Cl)C=1C=C(C=CC1)N1CC(NS1(=O)=O)=O (5-{3-[2-[4′-(2-cyclopentyl-1-hydroxy-ethyl)-biphenyl-4-ylmethyl]-4-(2,4-dichloro-phenyl)-imidazol-1-yl]-phenyl}-1,2,5-thiadiazolidin-3-one-1,1-dioxide). As a reaction SMILES: CC(NC1C=C(N)C=CC=1)=O.NC1C=CC=CC=1.[Br:19][C:20]1[CH:53]=[CH:52][C:23]([CH2:24][C:25]2[N:26]([C:38]3[CH:39]=[C:40]([N:44]4[S:48](=[O:50])(=[O:49])[NH:47][C:46](=[O:51])[CH2:45]4)[CH:41]=[CH:42][CH:43]=3)[CH:27]=[C:28]([C:30]3[CH:35]=[CH:34][C:33]([Cl:36])=[CH:32][C:31]=3[Cl:37])[N:29]=2)=[CH:22][CH:21]=1.BrN1NC(=O)CS1.[CH:61]1([CH2:66][CH:67]([C:69]2[CH:74]=[CH:73][C:72](B3OC(C)(C)C(C)(C)O3)=[CH:71][CH:70]=2)[OH:68])[CH2:65][CH2:64][CH2:63][CH2:62]1>>[Br:19][C:20]1[CH:53]=[CH:52][C:23]([CH2:24][C:25]2[N:26]([C:38]3[CH:39]=[C:40]([NH2:44])[CH:41]=[CH:42][CH:43]=3)[CH:27]=[C:28]([C:30]3[CH:35]=[CH:34][C:33]([Cl:36])=[CH:32][C:31]=3[Cl:37])[N:29]=2)=[CH:22][CH:21]=1.[CH:61]1([CH2:66][CH:67]([C:69]2[CH:70]=[CH:71][C:72]([C:20]3[CH:21]=[CH:22][C:23]([CH2:24][C:25]4[N:26]([C:38]5[CH:39]=[C:40]([N:44]6[S:48](=[O:50])(=[O:49])[NH:47][C:46](=[O:51])[CH2:45]6)[CH:41]=[CH:42][CH:43]=5)[CH:27]=[C:28]([C:30]5[CH:35]=[CH:34][C:33]([Cl:36])=[CH:32][C:31]=5[Cl:37])[N:29]=4)=[CH:52][CH:53]=3)=[CH:73][CH:74]=2)[OH:68])[CH2:65][CH2:64][CH2:63][CH2:62]1. Procedure details: 3-[2-(4-Bromo-benzyl)-4-(2,4-dichloro-phenyl)-imidazol-1-yl]-phenylamine was prepared from 3-aminoacetanilide according to general procedure M, then the aniline was converted to 5-{3-[2-(4-bromo-benzyl)-4-(2,4-dichloro-phenyl)-imidazol-1-yl]-phenyl}-1,2,5-thiadiazolidin-3-one-1,1-dioxide as described in general procedures E and F. The bromo-thiadiazolidinone (100 mg, 0.17 mmol) was coupled with 2-cyclopentyl-1-[4-(4,4,5,5-tetramethyl-[1,3,2]dioxaborolan-2-yl)-phenyl]-ethanol according to general... Starting materials: ClC(F)F (chlorodifluoromethane), IC1=CC=C(C=C1)O (4-iodophenol), [OH-].[Na+] (sodium hydroxide), C1CCOC1 (THF). Solvent: O (water). Reaction conditions: temperature 0 celsius, time 0.5 hour. Yields the product FC(OC1=CC=C(C=C1)I)F (1-Difluoromethoxy-4-iodobenzene). Reaction SMILES: [I:1][C:2]1[CH:7]=[CH:6][C:5]([OH:8])=[CH:4][CH:3]=1.[OH-].[Na+].C1COCC1.Cl[CH:17]([F:19])[F:18]>O>[F:18][CH:17]([F:19])[O:8][C:5]1[CH:6]=[CH:7][C:2]([I:1])=[CH:3][CH:4]=1 |f:1.2|. Procedure: 100 g (0.455 mol) of 4-iodophenol and 54.6 g (1.365 mol) of sodium hydroxide are added to a mixture of 300 ml of THF and 30 ml of water. After stirring for about 1/2 hour, the mixture is evaporated in a rotary evaporator; this is repeated after the addition of 200 ml of toluene. The residue is taken up in 400 ml of THF. The mixture is cooled to 0° C., 47.1 g (0.545 mol) of chlorodifluoromethane are introduced, and the mixture is then stirred for 1 hour. It is then stirred at about +5° C. for 18 ... The reactants are CN(C)C=O, ClC(Cl)Cl, COC(=O)CN1CC(=O)NC1=NN=Cc1ccccc1, CCOC(=O)CCl, [H-], [Na+], O. Yields the product CCOC(=O)CN1C(=O)CN(CC(=O)OC)C1=NN=Cc1ccccc1. RXN SMILES: [CH3:30][N:31]([CH3:32])[CH:33]=[O:34].[CH:35]([Cl:36])([Cl:37])[Cl:38].[CH:3]([c:4]1[cH:5][cH:6][cH:7][cH:8][cH:9]1)=[N:10][N:11]=[C:12]1[N:13]([CH2:18][C:19](=[O:20])[O:21][CH3:22])[CH2:14][C:15](=[O:17])[NH:16]1.[Cl:23][CH2:24][C:25](=[O:26])[O:27][CH2:28][CH3:29].[H-:1].[Na+:2].[OH2:39]>>[CH:3]([c:4]1[cH:5][cH:6][cH:7][cH:8][cH:9]1)=[N:10][N:11]=[C:12]1[N:13]([CH2:18][C:19](=[O:20])[O:21][CH3:22])[CH2:14][C:15](=[O:17])[N:16]1[CH2:24][C:25](=[O:26])[O:27][CH2:28][CH3:29]. The reactants are CSc1nc(=O)c2sc(N3CCOCC3)nc2n1Cc1cccc(Cl)c1C, ClCCl, O=C(OO)c1cccc(Cl)c1. Yields the product Cc1c(Cl)cccc1Cn1c(=O)[nH]c(=O)c2sc(N3CCOCC3)nc21. As a reaction SMILES: [Cl:1][c:2]1[c:3]([CH3:27])[c:4]([CH2:8][n:9]2[c:10]([S:25][CH3:26])[n:11][c:12](=[O:24])[c:13]3[c:14]2[n:15][c:16]([N:18]2[CH2:19][CH2:20][O:21][CH2:22][CH2:23]2)[s:17]3)[cH:5][cH:6][cH:7]1.[Cl:39][CH2:40][Cl:41].[OH:28][O:29][C:30]([c:31]1[cH:32][c:33]([Cl:34])[cH:35][cH:36][cH:37]1)=[O:38]>>[Cl:1][c:2]1[c:3]([CH3:27])[c:4]([CH2:8][n:9]2[c:10](=[O:28])[nH:11][c:12](=[O:24])[c:13]3[c:14]2[n:15][c:16]([N:18]2[CH2:19][CH2:20][O:21][CH2:22][CH2:23]2)[s:17]3)[cH:5][cH:6][cH:7]1. Starting materials: ice water, C1(CC1)C1OC=2C(C=C1)=C(C=C(C2OC)OC)C=O ((RS)-2-cyclopropyl-7,8-dimethoxy-2H-1-benzopyran-5-carbaldehyde), N(C1=CC=CC=C1)CCC#N (3-anilinopropionitrile), potassium tert.butylate. The solvent is CS(=O)C (dimethyl sulphoxide). Run at temperature 10 celsius, time 1 hour. The product is N(C1=CC=CC=C1)C=C(C#N)CC1=CC(=C(C2=C1C=CC(O2)C2CC2)OC)OC ((RS)-3-Anilino-2-(2-cyclopropyl-7,8-dimethoxy-2H-1-benzopyran-5-yl-methyl)acrylonitrile). As a reaction SMILES: [CH:1]1([CH:4]2[CH:9]=[CH:8][C:7]3=[C:10]([CH:18]=O)[CH:11]=[C:12]([O:16][CH3:17])[C:13]([O:14][CH3:15])=[C:6]3[O:5]2)[CH2:3][CH2:2]1.[NH:20]([CH2:27][CH2:28][C:29]#[N:30])[C:21]1[CH:26]=[CH:25][CH:24]=[CH:23][CH:22]=1>CS(C)=O>[NH:20]([CH:27]=[C:28]([CH2:18][C:10]1[C:7]2[CH:8]=[CH:9][CH:4]([CH:1]3[CH2:2][CH2:3]3)[O:5][C:6]=2[C:13]([O:14][CH3:15])=[C:12]([O:16][CH3:17])[CH:11]=1)[C:29]#[N:30])[C:21]1[CH:26]=[CH:25][CH:24]=[CH:23][CH:22]=1. Procedure: 30 g of (RS)-2-cyclopropyl-7,8-dimethoxy-2H-1-benzopyran-5-carbaldehyde and 17.5 g of 3-anilinopropionitrile were dissolved in 300 ml of dimethyl sulphoxide under argon, cooled to 10° C. and treated portionwise with 13.5 g of potassium tert.butylate. Subsequently, the mixture was stirred at 10° C. for a further 1 hr. and at 20° C. for 5 hrs. For the working up, the mixture was poured on to 3 l of ice/water and extracted: 2×3 l of ethyl acetate, 2×3 l of water. The crude product was purified by s...